Dataset: the Open Reaction Database (ORD), a public repository of structured organic reaction records. Task: describe an organic reaction: reactants, conditions, products, and yield The reactants are Cl.O1C(=CC=C1)C(=O)CN ((2-furylcarbonyl)methylamine hydrochloride), C([O-])(O)=O.[Na+] (sodium bicarbonate), C(C1=CC=CC=C1)(=O)Cl (benzoyl chloride). Yields the product C(C1=CC=CC=C1)(=O)NCC(=O)C=1OC=CC1 (N-benzoyl-(2-furylcarbonyl)methylamine). Isolated yield 82.9%. RXN SMILES: Cl.[O:2]1[CH:6]=[CH:5][CH:4]=[C:3]1[C:7]([CH2:9][NH2:10])=[O:8].C(=O)(O)[O-].[Na+].[C:16](Cl)(=[O:23])[C:17]1[CH:22]=[CH:21][CH:20]=[CH:19][CH:18]=1>>[C:16]([NH:10][CH2:9][C:7]([C:3]1[O:2][CH:6]=[CH:5][CH:4]=1)=[O:8])(=[O:23])[C:17]1[CH:22]=[CH:21][CH:20]=[CH:19][CH:18]=1 |f:0.1,2.3|. Procedure: 3.4 g of (2-furylcarbonyl)methylamine hydrochloride, 4.4 g of sodium bicarbonate and 3.3 g of benzoyl chloride are treated in the same manner as described in Preparation 1-(1). 4.0 g of N-benzoyl-(2-furylcarbonyl)methylamine are thereby obtained. Yield: 83.3% Starting materials: Cl.O=C(CNC(C1=CC(=CC=C1)C(F)(F)F)=O)NC1CNCC1OCCC (N-(2-oxo-2-{[4-propoxypyrrolidin-3-yl]amino}ethyl)-3-(trifluoromethyl)benzamide hydrochloride), OC1(CCC(CC1)=O)C1=CC=[N+](C=C1)[O-] (4-hydroxy-4-(1-oxidopyridin-4-yl)cyclohexanone). Reaction SMILES: Cl.[O:2]=[C:3]([NH:18][CH:19]1[CH:23]([O:24][CH2:25][CH2:26][CH3:27])[CH2:22][NH:21][CH2:20]1)[CH2:4][NH:5][C:6](=[O:17])[C:7]1[CH:12]=[CH:11][CH:10]=[C:9]([C:13]([F:16])([F:15])[F:14])[CH:8]=1.[OH:28][C:29]1([C:36]2[CH:41]=[CH:40][N+:39]([O-:42])=[CH:38][CH:37]=2)[CH2:34][CH2:33][C:32](=O)[CH2:31][CH2:30]1>>[OH:28][C:29]1([C:36]2[CH:41]=[CH:40][N+:39]([O-:42])=[CH:38][CH:37]=2)[CH2:30][CH2:31][CH:32]([N:21]2[CH2:22][C@H:23]([O:24][CH2:25][CH2:26][CH3:27])[C@@H:19]([NH:18][C:3](=[O:2])[CH2:4][NH:5][C:6](=[O:17])[C:7]3[CH:12]=[CH:11][CH:10]=[C:9]([C:13]([F:16])([F:15])[F:14])[CH:8]=3)[CH2:20]2)[CH2:33][CH2:34]1 |f:0.1|. Procedure: This compound was synthesized from N-(2-oxo-2-{[4-propoxypyrrolidin-3-yl]amino}ethyl)-3-(trifluoromethyl)benzamide hydrochloride and 4-hydroxy-4-(1-oxidopyridin-4-yl)cyclohexanone according to typical reductive amination procedure. MS (m/e): 565 (M+1)+. Product: OC1(CCC(CC1)N1C[C@@H]([C@H](C1)OCCC)NC(CNC(C1=CC(=CC=C1)C(F)(F)F)=O)=O)C1=CC=[N+](C=C1)[O-] (N-[2-({(3S,4S)-1-[4-Hydroxy-4-(1-oxidopyridin-4-yl)cyclohexyl]-4-propoxypyrrolidin-3-yl}amino)-2-oxoethyl]-3-(trifluoromethyl)benzamide). Reactants: C(C)(=O)OCCN1C(CN2C(C3=C1C=CC(=C3)Cl)(OCC2)C2=C(C=CC=C2)F)=O (7-(2-acetoxyethyl)-10-chloro-11b-(2-fluorophenyl)-2,3,5,11b-tetrahydrooxazolo[3,2-d] [1,4]benzodiazepin-6(7H)-one), [OH-].[Na+] (sodium hydroxide), O (water). Run in CO (methanol). Conditions: time 3 hour. Product: N1=CC=NC=C2C1=CCCC2=O ([1,4]benzodiazepin-6(7H)-one). As a reaction SMILES: C(OCC[N:7]1[C:13]2[CH:14]=[CH:15][C:16](Cl)=[CH:17][C:12]=2[C:11]2(C3C=CC=CC=3F)OCC[N:10]2[CH2:9][C:8]1=O)(=O)C.[OH-:30].[Na+].O>CO>[N:7]1[C:13]2=[CH:14][CH2:15][CH2:16][C:17](=[O:30])[C:12]2=[CH:11][N:10]=[CH:9][CH:8]=1 |f:1.2|. Procedure details: A solution of 0.5g (0.0012 M) of 7-(2-acetoxyethyl)-10-chloro-11b-(2-fluorophenyl)-2,3,5,11b-tetrahydrooxazolo[3,2-d] [1,4]benzodiazepin-6(7H)-one in 5 ml of methanol was treated with 2 ml of 3N sodium hydroxide. After 3 hours, 50 ml of water was added and the solution was extracted with 40 ml of dichloromethane, which was then dried over anhydrous sodium sulfate and evaporated to dryness. The residue was crystallized from a mixture of methanol and water to give 10-chloro-11b-(2-fluorophenyl)-7-... Reactants: OCC1CCC(CC1)C(=O)O (4-(hydroxymethyl)cyclohexanecarboxylic acid), S(=O)(Cl)Cl (thionyl chloride), CO (methanol). Conditions: temperature 0 celsius, time 1 hour. Product: OCC1CCC(CC1)C(=O)OC (methyl 4-(hydroxymethyl)cyclohexanecarboxylate). As a reaction SMILES: [OH:1][CH2:2][CH:3]1[CH2:8][CH2:7][CH:6]([C:9]([OH:11])=[O:10])[CH2:5][CH2:4]1.S(Cl)(Cl)=O.[CH3:16]O>>[OH:1][CH2:2][CH:3]1[CH2:4][CH2:5][CH:6]([C:9]([O:11][CH3:16])=[O:10])[CH2:7][CH2:8]1. Reported procedure: To a cooled (0° C.). solution of 4-(hydroxymethyl)cyclohexanecarboxylic acid (40 g) in methanol (632 mL) was added thionyl chloride (22.15 mL) dropwise via an addition funnel. The reaction was slowly warmed to room temperature, stirred for 1 hour, concentrated by rotary evaporation, and the residue was purified by regular phase flash column chromatography (Analogix, 0-100% hexanes/ethyl acetate). The solvent is C1(=CC=CC=C1)C (toluene), O (water). RXN SMILES: [C:1](O)(=O)[CH2:2][C:3]([OH:5])=[O:4].[C:8]([C:12]1[CH:13]=[C:14]([CH:17]=[C:18]([C:21]([CH3:24])([CH3:23])[CH3:22])[C:19]=1[OH:20])C=O)([CH3:11])([CH3:10])[CH3:9].N1CCCCC1.C(O)(=O)C>C1(C)C=CC=CC=1.O>[CH3:11][C:8]([C:12]1[CH:13]=[C:14]([C:2](=[CH2:1])[C:3]([OH:5])=[O:4])[CH:17]=[C:18]([C:21]([CH3:24])([CH3:23])[CH3:22])[C:19]=1[OH:20])([CH3:9])[CH3:10]. Reactants: C(CC(=O)O)(=O)O (malonic acid), C(C)(C)(C)C=1C=C(C=O)C=C(C1O)C(C)(C)C (3,5-di-tert-butyl-4-hydroxybenzaldehyde), N1CCCCC1 (piperidine), C(C)(=O)O (acetic acid). The yield is 42.1%. Procedure: A solution of malonic acid (Aldrich, 4.36 g, 41.9 mmol), 3,5-di-tert-butyl-4-hydroxybenzaldehyde (Aldrich, 5.00 g, 20.9 mmol), piperidine (Aldrich, 0.18 g, 2.10 mmol) and acetic acid (0.13 g, 2.10 mmol) in toluene (100 mL) was warmed at reflux (water removed using a Dean-Stark trap). After 5.5 h malonic acid was added (4.36 g, 41.9 mmol) and the reaction mixture was warmed at reflux for 12 h. The reaction mixture was cooled to ambient temperature and concentrated in vacuo. The residue was chroma... Product: CC(C)(C)C=1C=C(C=C(C1O)C(C)(C)C)C(C(=O)O)=C (3,5-bis(1,1-dimethylethyl)-4-hydroxyphenyl propenoic acid). Starting materials: FC1=C(C=CC(=C1)F)[C@]1(OC1)[C@H](C)O ((1S)-1-[(2R)-2-(2,4-difluorophenyl)-2-oxiranyl]ethanol), N1=CC=C(C=C1)N1C(NN=C1)=O (4-(4-pyridyl)-3(2H,4H)-1,2,4-triazolone). Yields the product FC1=C(C=CC(=C1)F)[C@]1([C@@H](C)N2N=CN(C2=O)C2=CC=NC=C2)CO1 (2-[(1R,2S)-2-(2,4-difluorophenyl)-2,3-epoxy-1-methylpropyl]-4-(4-pyridyl)-3(2H,4H)-1,2,4-triazolone). Isolated yield 33.8%. Reaction SMILES: [F:1][C:2]1[CH:7]=[C:6]([F:8])[CH:5]=[CH:4][C:3]=1[C@:9]1([C@@H:12](O)[CH3:13])[CH2:11][O:10]1.[N:15]1[CH:20]=[CH:19][C:18]([N:21]2[CH:25]=[N:24][NH:23][C:22]2=[O:26])=[CH:17][CH:16]=1>>[F:1][C:2]1[CH:7]=[C:6]([F:8])[CH:5]=[CH:4][C:3]=1[C@:9]1([O:10][CH2:11]1)[C@H:12]([N:23]1[C:22](=[O:26])[N:21]([C:18]2[CH:19]=[CH:20][N:15]=[CH:16][CH:17]=2)[CH:25]=[N:24]1)[CH3:13]. Reported procedure: In the same manner as in Reference Example 5, starting from 1.42 g of (1S)-1-[(2R)-2-(2,4-difluorophenyl)-2-oxiranyl]ethanol and 0.92 g of 4-(4-pyridyl)-3(2H,4H)-1,2,4-triazolone, 2-[(1R,2S)-2-(2,4-difluorophenyl)-2,3-epoxy-1-methylpropyl]-4-(4-pyridyl)-3(2H,4H)-1,2,4-triazolone (0.66 g) was obtained as colorless prisms.